This data is from the Open Reaction Database (ORD), a public repository of structured organic reaction records. The task is: describe an organic reaction: reactants, conditions, products, and yield Reactants: COc1cc(F)c(F)cc1-c1ccc(OCc2cccc(Br)c2)cc1, O=C([O-])[O-], CS(C)=O, [Cs+], [Cs+], [Cu]I, [I-], O=C(O)CC1CCCN1, [Na+]. The product is COc1cc(F)c(F)cc1-c1ccc(OCc2cccc(N3CCCC3CC(=O)O)c2)cc1. RXN SMILES: [Br:1][c:2]1[cH:3][c:4]([CH2:5][O:6][c:7]2[cH:8][cH:9][c:10](-[c:13]3[c:14]([O:21][CH3:22])[cH:15][c:16]([F:20])[c:17]([F:19])[cH:18]3)[cH:11][cH:12]2)[cH:23][cH:24][cH:25]1.[C:28](=[O:29])([O-:30])[O-:31].[CH3:45][S:46]([CH3:47])=[O:48].[Cs+:32].[Cs+:33].[Cu:43][I:44].[I-:27].[NH:34]1[CH:35]([CH2:39][C:40](=[O:41])[OH:42])[CH2:36][CH2:37][CH2:38]1.[Na+:26]>>[c:2]1([N:34]2[CH:35]([CH2:39][C:40](=[O:41])[OH:42])[CH2:36][CH2:37][CH2:38]2)[cH:3][c:4]([CH2:5][O:6][c:7]2[cH:8][cH:9][c:10](-[c:13]3[c:14]([O:21][CH3:22])[cH:15][c:16]([F:20])[c:17]([F:19])[cH:18]3)[cH:11][cH:12]2)[cH:23][cH:24][cH:25]1. The reactants are c1(cc(nc(n1)N)C)C, C(c1cc([N+](=O)[O-])c(cc1)Cl)(F)(F)F. Reagents/catalysts: c1ccc(cc1)-c2c3ccccc3cc4ccccc24 (9-Phenylanthracene), [Li+].C[Si](C)(C)[N-][Si](C)(C)C (LiHMDS). Run in C1CCOC1 (THF). Reaction conditions: temperature 50 celsius, time 18 hour. Yields the product Cc1cc(C)nc(Nc2ccc(cc2[N+](=O)[O-])C(F)(F)F)n1. RXN SMILES: [O-:1][N+:2]([c:4]1[c:9](Cl)[cH:8][cH:7][c:6]([C:10]([F:13])([F:12])[F:11])[cH:5]1)=[O:3].[CH3:14][c:15]1[n:22][c:20]([NH2:21])[n:19][c:17]([CH3:18])[cH:16]1>>[CH3:14][c:15]1[n:22][c:20]([NH:21][c:9]2[c:4]([N+:2]([O-:1])=[O:3])[cH:5][c:6]([C:10]([F:13])([F:12])[F:11])[cH:7][cH:8]2)[n:19][c:17]([CH3:18])[cH:16]1.